Dataset: the Open Reaction Database (ORD), a public repository of structured organic reaction records. Task: describe an organic reaction: reactants, conditions, products, and yield The product is N1C(=CC=C1)C(=O)C1CCCCC1 (cyclohexyl pyrrol-2-yl ketone). Reactants: C1(CCCCC1)C(=O)Cl (cyclohexane carboxylic acid chloride), CI (Methyl iodide), [Mg] (magnesium), [Cl-].[NH4+] (ammonium chloride), N1C=CC=C1 (pyrrole). Reported procedure: Methyl iodide (42.60 g.) in dry ether (150 ml.) was added to a stirred mixture of magnesium turnings (7.30 g.) in dry ether (50 ml.) at such a rate that gentle reflux was maintained. After completion of the addition the mixture was stirred at room temperature for 30 minutes and then pyrrole (20.13 g., 0.44 mole) was added at such a rate that gentle reflux was maintained. After completion of the addition the mixture was heated under reflux with stirring for 30 minutes and then cooled to 0° C. A s... Yield: 59.2%. Run at time 30 minute. The solvent is CCOCC (ether), CCOCC (ether), CCOCC (ether), O (water). As a reaction SMILES: CI.[Mg].[NH:4]1[CH:8]=[CH:7][CH:6]=[CH:5]1.[CH:9]1([C:15](Cl)=[O:16])[CH2:14][CH2:13][CH2:12][CH2:11][CH2:10]1.[Cl-].[NH4+]>CCOCC.O>[NH:4]1[CH:8]=[CH:7][CH:6]=[C:5]1[C:15]([CH:9]1[CH2:14][CH2:13][CH2:12][CH2:11][CH2:10]1)=[O:16] |f:4.5|. The reactants are ClC1=C(C(=NC(=C1C(=O)OC)C(F)(F)Cl)C(F)(F)F)C(=O)OCC (3-Ethyl 5-methyl 4-chloro-6-(chlorodifluoromethyl)-2-(trifluoromethyl)-3,5-pyridinedicarboxylate), N (NH3). Run in CN(C)C=O (DMF). Yields the product NC1=C(C(=NC(=C1C(=O)OC)C(F)(F)Cl)C(F)(F)F)C(=O)OCC (3-Ethyl 5-methyl 4-amino-6-(chlorodifluoromethyl)-2-(trifluoromethyl)-3,5-pyridine-dicarboxylate). The yield is 85.2%. As a reaction SMILES: Cl[C:2]1[C:7]([C:8]([O:10][CH3:11])=[O:9])=[C:6]([C:12]([Cl:15])([F:14])[F:13])[N:5]=[C:4]([C:16]([F:19])([F:18])[F:17])[C:3]=1[C:20]([O:22][CH2:23][CH3:24])=[O:21].[NH3:25]>CN(C=O)C>[NH2:25][C:2]1[C:7]([C:8]([O:10][CH3:11])=[O:9])=[C:6]([C:12]([Cl:15])([F:14])[F:13])[N:5]=[C:4]([C:16]([F:19])([F:18])[F:17])[C:3]=1[C:20]([O:22][CH2:23][CH3:24])=[O:21]. Reported procedure: This compound was prepared as described in Example 37: 5.0 g (0.013 mol) of product of Example 28 in 30 ml of DMF was stirred at room temperature while NH3 was bubbled in. Reaction was monitored by GC. The residue was kugelrohr distilled at 80 Pa, pot temperature 106° C., giving 4.17 g (85.2%) of product as a yellow solid; mp 69°-70° C.